Dataset: the Open Reaction Database (ORD), a public repository of structured organic reaction records. Task: describe an organic reaction: reactants, conditions, products, and yield Starting materials: BrB(Br)Br, COc1ccc(Oc2c(C)cc(-n3nc(C(=O)O)c(=O)[nH]c3=O)cc2C)cc1Br, ClCCl. The product is Cc1cc(-n2nc(C(=O)O)c(=O)[nH]c2=O)cc(C)c1Oc1ccc(O)c(Br)c1. Reaction SMILES: [B:30]([Br:31])([Br:32])[Br:33].[Br:1][c:2]1[cH:3][c:4]([O:5][c:6]2[c:7]([CH3:24])[cH:8][c:9](-[n:13]3[n:14][c:15]([C:21](=[O:22])[OH:23])[c:16](=[O:20])[nH:17][c:18]3=[O:19])[cH:10][c:11]2[CH3:12])[cH:25][cH:26][c:27]1[O:28][CH3:29].[CH2:34]([Cl:35])[Cl:36]>>[Br:1][c:2]1[cH:3][c:4]([O:5][c:6]2[c:7]([CH3:24])[cH:8][c:9](-[n:13]3[n:14][c:15]([C:21](=[O:22])[OH:23])[c:16](=[O:20])[nH:17][c:18]3=[O:19])[cH:10][c:11]2[CH3:12])[cH:25][cH:26][c:27]1[OH:28]. As a reaction SMILES: [Br:1][c:2]1[n:3]([CH:4]2[CH2:5][CH:6]([OH:7])[CH:8]([CH2:9][OH:10])[O:11]2)[c:12]2[n:13][c:14]([NH2:20])[nH:15][c:16](=[O:19])[c:17]2[n:18]1.[Na:21][C:22]#[N:23].[O:24]=[CH:25][N:26]([CH3:27])[CH3:28]>>[c:2]1([CH2:22][NH2:23])[n:3]([CH:4]2[CH2:5][CH:6]([OH:7])[CH:8]([CH2:9][OH:10])[O:11]2)[c:12]2[n:13][c:14]([NH2:20])[nH:15][c:16](=[O:19])[c:17]2[n:18]1. The reactants are Nc1nc2c(nc(Br)n2C2CC(O)C(CO)O2)c(=O)[nH]1, N#C[Na], CN(C)C=O. Product: NCc1nc2c(=O)[nH]c(N)nc2n1C1CC(O)C(CO)O1. The reactants are CCN1CCOCC1, CCN=C=NCCCN(C)C, CN(C)C=O, O=C(O)c1cnc(Nc2ccc(Cl)cc2Cl)nc1C(F)(F)F, Cl, NCC1CCOCC1, O, On1nnc2ccccc21. Product: O=C(NCC1CCOCC1)c1cnc(Nc2ccc(Cl)cc2Cl)nc1C(F)(F)F. RXN SMILES: [CH2:23]([N:24]1[CH2:25][CH2:26][O:27][CH2:28][CH2:29]1)[CH3:30].[CH3:51][N:52]([CH3:53])[CH2:54][CH2:55][CH2:56][N:57]=[C:58]=[N:59][CH2:60][CH3:61].[CH3:62][N:63]([CH3:64])[CH:65]=[O:66].[Cl:1][c:2]1[c:3]([NH:9][c:10]2[n:11][cH:12][c:13]([C:20](=[O:21])[OH:22])[c:14]([C:16]([F:17])([F:18])[F:19])[n:15]2)[cH:4][cH:5][c:6]([Cl:8])[cH:7]1.[ClH:50].[NH2:31][CH2:32][CH:33]1[CH2:34][CH2:35][O:36][CH2:37][CH2:38]1.[OH2:39].[OH:40][n:41]1[c:42]2[cH:43][cH:44][cH:45][cH:46][c:47]2[n:48][n:49]1>>[Cl:1][c:2]1[c:3]([NH:9][c:10]2[n:11][cH:12][c:13]([C:20](=[O:22])[NH:31][CH2:32][CH:33]3[CH2:34][CH2:35][O:36][CH2:37][CH2:38]3)[c:14]([C:16]([F:17])([F:18])[F:19])[n:15]2)[cH:4][cH:5][c:6]([Cl:8])[cH:7]1.